Dataset: the Open Reaction Database (ORD), a public repository of structured organic reaction records. Task: describe an organic reaction: reactants, conditions, products, and yield Reactants: C1CCOC1, CO, Cc1cnn(C)c1-c1cc(C(=O)NC(Cc2ccccc2C(F)(F)F)CN2C(=O)c3ccccc3C2=O)sc1Cl, NN. Yields the product Cc1cnn(C)c1-c1cc(C(=O)NC(CN)Cc2ccccc2C(F)(F)F)sc1Cl. RXN SMILES: [CH2:45]1[O:46][CH2:47][CH2:48][CH2:49]1.[CH3:43][OH:44].[Cl:1][c:2]1[c:3](-[c:34]2[c:35]([CH3:40])[cH:36][n:37][n:38]2[CH3:39])[cH:4][c:5]([C:7](=[O:8])[NH:9][CH:10]([CH2:11][N:12]2[C:13](=[O:14])[c:15]3[c:16]([cH:17][cH:18][cH:19][cH:20]3)[C:21]2=[O:22])[CH2:23][c:24]2[c:25]([C:30]([F:31])([F:32])[F:33])[cH:26][cH:27][cH:28][cH:29]2)[s:6]1.[NH2:41][NH2:42]>>[Cl:1][c:2]1[c:3](-[c:34]2[c:35]([CH3:40])[cH:36][n:37][n:38]2[CH3:39])[cH:4][c:5]([C:7](=[O:8])[NH:9][CH:10]([CH2:11][NH2:12])[CH2:23][c:24]2[c:25]([C:30]([F:31])([F:32])[F:33])[cH:26][cH:27][cH:28][cH:29]2)[s:6]1. The reactants are C[Si](C)(C)[N-][Si](C)(C)C.[Li+] (Lithium bis(trimethylsilyl)amide), NC1=CC=C(C#N)C=C1 (4-aminobenzonitrile), N1=CN=C(C2=C1NC=C2)C=2C(=NC=CC2)NC=2C=1C=CN=C(C1C=CC2C)Cl (N-(3-(7H-pyrrolo[2,3-d]pyrimidin-4-yl)pyridin-2-yl)-1-chloro-6-methylisoquinolin-5-amine), C1(CCCCC1)P(C1=C(C=CC=C1)C1=C(C=CC=C1)N(C)C)C1CCCCC1 (2-dicyclohexylphosphino-2′-(N,N-dimethylamino)biphenyl). Reagents/catalysts: C=1C=CC(=CC1)/C=C/C(=O)/C=C/C2=CC=CC=C2.C=1C=CC(=CC1)/C=C/C(=O)/C=C/C2=CC=CC=C2.C=1C=CC(=CC1)/C=C/C(=O)/C=C/C2=CC=CC=C2.[Pd].[Pd] (tris(dibenzylideneacetone)dipalladium(0)). The solvent is C1CCOC1 (THF). Reaction conditions: temperature 120 celsius. Yields the product N1=CN=C(C2=C1NC=C2)C=2C(=NC=CC2)NC2=C1C=CN=C(C1=CC=C2C)NC2=CC=C(C#N)C=C2 (4-(5-(3-(7H-pyrrolo[2,3-d]pyrimidin-4-yl)pyridin-2-ylamino)-6-methylisoquinolin-1-ylamino)benzonitrile). As a reaction SMILES: [NH2:1][C:2]1[CH:9]=[CH:8][C:5]([C:6]#[N:7])=[CH:4][CH:3]=1.[N:10]1[C:15]2[NH:16][CH:17]=[CH:18][C:14]=2[C:13]([C:19]2[C:20]([NH:25][C:26]3[C:27]4[CH:28]=[CH:29][N:30]=[C:31](Cl)[C:32]=4[CH:33]=[CH:34][C:35]=3[CH3:36])=[N:21][CH:22]=[CH:23][CH:24]=2)=[N:12][CH:11]=1.C1(P(C2CCCCC2)C2C=CC=CC=2C2C=CC=CC=2N(C)C)CCCCC1.C[Si]([N-][Si](C)(C)C)(C)C.[Li+]>C1COCC1.C1C=CC(/C=C/C(/C=C/C2C=CC=CC=2)=O)=CC=1.C1C=CC(/C=C/C(/C=C/C2C=CC=CC=2)=O)=CC=1.C1C=CC(/C=C/C(/C=C/C2C=CC=CC=2)=O)=CC=1.[Pd].[Pd]>[N:10]1[C:15]2[NH:16][CH:17]=[CH:18][C:14]=2[C:13]([C:19]2[C:20]([NH:25][C:26]3[C:35]([CH3:36])=[CH:34][CH:33]=[C:32]4[C:27]=3[CH:28]=[CH:29][N:30]=[C:31]4[NH:1][C:2]3[CH:9]=[CH:8][C:5]([C:6]#[N:7])=[CH:4][CH:3]=3)=[N:21][CH:22]=[CH:23][CH:24]=2)=[N:12][CH:11]=1 |f:3.4,6.7.8.9.10|. Reported procedure: A mixture of 4-aminobenzonitrile (35 mg, 299 mmol), N-(3-(7H-pyrrolo[2,3-d]pyrimidin-4-yl)pyridin-2-yl)-1-chloro-6-methylisoquinolin-5-amine (110 mg, 284 μmol), tris(dibenzylideneacetone)dipalladium(0) (10 mg, 11 μmol), and 2-dicyclohexylphosphino-2′-(N,N-dimethylamino)biphenyl (9 mg, 23 μmol) were suspended in THF (1 mL) and sealed. The mixture was sonicated until homogeneously mixed. Lithium bis(trimethylsilyl)amide (1.28 mL, 1280 mmol) was then added through a syringe, then mixed well with so... Reactants: COC1=CC(=C(C=C2CCSCC2)C=C1)[N+](=O)[O-] (4-(4-methoxy-2-nitrobenzylidene)tetrahydro-2H-thiopyran), [BH4-].[Na+] (Sodium borohydride), Cl (HCl), Cl (HCl). Solvent: COCCOC (DME), CO (MeOH), COCCOC (DME). Run at time 30 minute. The product is COC=1C=CC(=C(N)C1)CC1CCSCC1 (5-methoxy-2-(tetrahydro-2H-thiopyran-4-ylmethyl)aniline). Isolated yield 41.9%. RXN SMILES: [BH4-].[Na+].[CH3:3][O:4][C:5]1[CH:17]=[CH:16][C:8]([CH:9]=[C:10]2[CH2:15][CH2:14][S:13][CH2:12][CH2:11]2)=[C:7]([N+:18]([O-])=O)[CH:6]=1.Cl>COCCOC.CO>[CH3:3][O:4][C:5]1[CH:17]=[CH:16][C:8]([CH2:9][CH:10]2[CH2:15][CH2:14][S:13][CH2:12][CH2:11]2)=[C:7]([CH:6]=1)[NH2:18] |f:0.1|. Reported procedure: Sodium borohydride (63.58 mg; 1.68 mmol; 0.07 eq) is suspended in DME (6.5 mL) at room temperature. Borane-methyl sulfide complex (39.61 mL; 2 M; 79.22 mmol; 3.3 eq) is added dropwise. After 30 min stirring at room temperature, a solution of 4-(4-methoxy-2-nitrobenzylidene)tetrahydro-2H-thiopyran (6.37 g; 24.01 mmol; 1 eq) in DME (100 mL) is added dropwise over 30 min and the orange solution is stirred at room temperature for 30 min then heated up to reflux for 3.5 days. The reaction mixture is ... The reactants are O=S(O)c1ccc(Br)cc1, CN(C)C=O, FC(F)(F)Oc1ccc2[nH]c(-c3nc(CCl)co3)cc2c1, [Na]. Product: O=S(=O)(Cc1coc(-c2cc3cc(OC(F)(F)F)ccc3[nH]2)n1)c1ccc(Br)cc1. As a reaction SMILES: [Br:23][c:24]1[cH:25][cH:26][c:27]([S:30](=[O:31])[OH:32])[cH:28][cH:29]1.[CH:33]([N:34]([CH3:35])[CH3:36])=[O:37].[Cl:1][CH2:2][c:3]1[n:4][c:5](-[c:8]2[nH:9][c:10]3[cH:11][cH:12][c:13]([O:17][C:18]([F:19])([F:20])[F:21])[cH:14][c:15]3[cH:16]2)[o:6][cH:7]1.[Na:22]>>[CH2:2]([c:3]1[n:4][c:5](-[c:8]2[nH:9][c:10]3[cH:11][cH:12][c:13]([O:17][C:18]([F:19])([F:20])[F:21])[cH:14][c:15]3[cH:16]2)[o:6][cH:7]1)[S:30]([c:27]1[cH:26][cH:25][c:24]([Br:23])[cH:29][cH:28]1)(=[O:31])=[O:32]. Reactants: CCCCn1c(=O)c2ccccc2c2cc(CO)ccc21, ClCCl. Yields the product CCCCn1c(=O)c2ccccc2c2cc(C=O)ccc21. RXN SMILES: [CH2:1]([CH2:2][CH2:3][CH3:4])[n:5]1[c:6]2[cH:7][cH:8][c:9]([CH2:20][OH:21])[cH:10][c:11]2[c:12]2[cH:13][cH:14][cH:15][cH:16][c:17]2[c:18]1=[O:19].[Cl:22][CH2:23][Cl:24]>>[CH2:1]([CH2:2][CH2:3][CH3:4])[n:5]1[c:6]2[cH:7][cH:8][c:9]([CH:20]=[O:21])[cH:10][c:11]2[c:12]2[cH:13][cH:14][cH:15][cH:16][c:17]2[c:18]1=[O:19]. The reactants are C(C)OC(=O)C=1N(C2=CC=C(C=C2C1)F)NCC1=CC=C(C=C1)F (5-fluoro-1-(4-fluoro-benzylamino)-1H-indole-2-carboxylic acid ethyl ester), COC(CC(=O)Cl)=O (chlorocarbonyl-acetic acid methyl ester). Yields the product C(C)OC(=O)C=1N(C2=CC=C(C=C2C1)F)N(C(CC(=O)OC)=O)CC1=CC=C(C=C1)F (5-Fluoro-1-[(4-fluoro-benzyl)-(2-methoxycarbonyl-acetyl)-amino]-1H-indole-2-carboxylic acid ethyl ester). Reaction SMILES: [CH2:1]([O:3][C:4]([C:6]1[N:7]([NH:16][CH2:17][C:18]2[CH:23]=[CH:22][C:21]([F:24])=[CH:20][CH:19]=2)[C:8]2[C:13]([CH:14]=1)=[CH:12][C:11]([F:15])=[CH:10][CH:9]=2)=[O:5])[CH3:2].[CH3:25][O:26][C:27](=[O:32])[CH2:28][C:29](Cl)=[O:30]>>[CH2:1]([O:3][C:4]([C:6]1[N:7]([N:16]([CH2:17][C:18]2[CH:19]=[CH:20][C:21]([F:24])=[CH:22][CH:23]=2)[C:29](=[O:30])[CH2:28][C:27]([O:26][CH3:25])=[O:32])[C:8]2[C:13]([CH:14]=1)=[CH:12][C:11]([F:15])=[CH:10][CH:9]=2)=[O:5])[CH3:2]. Procedure details: Prepared according to the acylation condition used in Example 2 step f) from 5-fluoro-1-(4-fluoro-benzylamino)-1H-indole-2-carboxylic acid ethyl ester and chlorocarbonyl-acetic acid methyl ester (1.2 eq.). 1H NMR (CDCl3, δ in ppm): 7.3-6.77 (m, 8H), 4.82 (dd, 2H), 4.17 (m, 2H), 3.54 (s, 3H), 3.26 (s, 2H), 1.31 (t, 3H, J=7.1 Hz). The reactants are O1CCOCC1 (1,4-dioxane), ClC1=NC(=C(C=C1COCOC)F)C (2-chloro-5-fluoro-3-((methoxymethoxy)methyl)-6-methylpyridine). The reagents and catalysts are C=1C=CC(=CC1)[P](C=2C=CC=CC2)(C=3C=CC=CC3)[Pd]([P](C=4C=CC=CC4)(C=5C=CC=CC5)C=6C=CC=CC6)([P](C=7C=CC=CC7)(C=8C=CC=CC8)C=9C=CC=CC9)[P](C=1C=CC=CC1)(C=1C=CC=CC1)C=1C=CC=CC1 (tetrakis(triphenylphosphine)palladium(0)), C=1C=CC(=CC1)[P](C=2C=CC=CC2)(C=3C=CC=CC3)[Pd]([P](C=4C=CC=CC4)(C=5C=CC=CC5)C=6C=CC=CC6)([P](C=7C=CC=CC7)(C=8C=CC=CC8)C=9C=CC=CC9)[P](C=1C=CC=CC1)(C=1C=CC=CC1)C=1C=CC=CC1 (tetrakis(triphenylphosphine)palladium(0)). Run in C(C)(=O)OCC (ethyl acetate), O (Water), C(=O)O (formic acid), C(C)N(CC)CC (triethylamine), C(=O)O (formic acid), C(C)N(CC)CC (triethylamine), CN(C=O)C (N,N-dimethylformamide). Run at time 2 hour. The product is FC=1C(=NC=C(C1)COCOC)C (3-fluoro-5-((methoxymethoxy)methyl)-2-methylpyridine). As a reaction SMILES: O1CCOCC1.Cl[C:8]1[C:13]([CH2:14][O:15][CH2:16][O:17][CH3:18])=[CH:12][C:11]([F:19])=[C:10]([CH3:20])[N:9]=1>C1C=CC([P]([Pd]([P](C2C=CC=CC=2)(C2C=CC=CC=2)C2C=CC=CC=2)([P](C2C=CC=CC=2)(C2C=CC=CC=2)C2C=CC=CC=2)[P](C2C=CC=CC=2)(C2C=CC=CC=2)C2C=CC=CC=2)(C2C=CC=CC=2)C2C=CC=CC=2)=CC=1.C(OCC)(=O)C.O.C(O)=O.C(N(CC)CC)C.CN(C)C=O>[F:19][C:11]1[C:10]([CH3:20])=[N:9][CH:8]=[C:13]([CH2:14][O:15][CH2:16][O:17][CH3:18])[CH:12]=1 |^1:24,26,45,64|. Reported procedure: To 30 mL of a 1,4-dioxane solution containing 2.4 g of 2-chloro-5-fluoro-3-((methoxymethoxy)methyl)-6-methylpyridine, 2.3 mL of triethylamine, 0.61 mL of formic acid and 0.63 g of tetrakis(triphenylphosphine)palladium(0) were added, and the mixture was stirred for 2 hours with reflux by heating under a nitrogen atmosphere. Thereto was added 30 mL of N,N-dimethylformamide, and the mixture was stirred at 90 to 100° C. for 1 hour. Thereto were added 2.3 mL of triethylamine, 0.61 mL of formic acid a... Product: CC(=O)OCCCNc1cc(C)nc2cn[nH]c12. The reactants are CC(=O)Cl, Cc1cc(NCCCO)c2[nH]ncc2n1. RXN SMILES: [CH3:16][C:17]([Cl:18])=[O:19].[OH:1][CH2:2][CH2:3][CH2:4][NH:5][c:6]1[c:7]2[c:8]([n:9][c:10]([CH3:12])[cH:11]1)[cH:13][n:14][nH:15]2>>[O:1]([CH2:2][CH2:3][CH2:4][NH:5][c:6]1[c:7]2[c:8]([n:9][c:10]([CH3:12])[cH:11]1)[cH:13][n:14][nH:15]2)[C:17]([CH3:16])=[O:19]. Reagents/catalysts: C=1C=CC(=CC1)/C=C/C(=O)/C=C/C2=CC=CC=C2.C=1C=CC(=CC1)/C=C/C(=O)/C=C/C2=CC=CC=C2.C=1C=CC(=CC1)/C=C/C(=O)/C=C/C2=CC=CC=C2.[Pd].[Pd] (tris(dibenzylideneacetone)dipalladium(0)), C(C)(=O)[O-].[Pd+2].C(C)(=O)[O-] (palladium acetate), C=1C=CC(=CC1)/C=C/C(=O)/C=C/C2=CC=CC=C2.C=1C=CC(=CC1)/C=C/C(=O)/C=C/C2=CC=CC=C2.C=1C=CC(=CC1)/C=C/C(=O)/C=C/C2=CC=CC=C2.[Pd].[Pd] (tris(dibenzylideneacetone)dipalladium(0)), C(C)(=O)[O-].[Pd+2].C(C)(=O)[O-] (palladium acetate). Solvent: O (water), C1(=CC=CC=C1)C (toluene). Procedure: To toluene 4.0 mL solution of tert-butyl 2-amino-4-phenethylbenzoate 0.20 g were added tert-butyl 5-bromo-1H-indol-1-carboxylate 0.29 g, cesium carbonate 0.55 g, tris(dibenzylideneacetone)dipalladium(0) 6 mg, palladium acetate 3 mg and 2-dicyclohexylphosphino-2′,4′,6′-triisopropylbiphenyl 16 mg at room temperature, and it was heated and refluxed under nitrogen atmosphere for 8 hours. After the reaction mixture was cooled to room temperature, tris(dibenzylideneacetone)dipalladium(0) 6 mg, palladi... Reaction SMILES: [NH2:1][C:2]1[CH:14]=[C:13]([CH2:15][CH2:16][C:17]2[CH:22]=[CH:21][CH:20]=[CH:19][CH:18]=2)[CH:12]=[CH:11][C:3]=1[C:4]([O:6][C:7]([CH3:10])([CH3:9])[CH3:8])=[O:5].Br[C:24]1[CH:25]=[C:26]2[C:30](=[CH:31][CH:32]=1)[N:29]([C:33]([O:35][C:36]([CH3:39])([CH3:38])[CH3:37])=[O:34])[CH:28]=[CH:27]2.C(=O)([O-])[O-].[Cs+].[Cs+].C1(P(C2CCCCC2)C2C=CC=CC=2C2C(C(C)C)=CC(C(C)C)=CC=2C(C)C)CCCCC1>C1C=CC(/C=C/C(/C=C/C2C=CC=CC=2)=O)=CC=1.C1C=CC(/C=C/C(/C=C/C2C=CC=CC=2)=O)=CC=1.C1C=CC(/C=C/C(/C=C/C2C=CC=CC=2)=O)=CC=1.[Pd].[Pd].C([O-])(=O)C.[Pd+2].C([O-])(=O)C.O.C1(C)C=CC=CC=1>[C:36]([O:35][C:33]([N:29]1[C:30]2[C:26](=[CH:25][C:24]([NH:1][C:2]3[CH:14]=[C:13]([CH2:15][CH2:16][C:17]4[CH:18]=[CH:19][CH:20]=[CH:21][CH:22]=4)[CH:12]=[CH:11][C:3]=3[C:4]([O:6][C:7]([CH3:10])([CH3:9])[CH3:8])=[O:5])=[CH:32][CH:31]=2)[CH:27]=[CH:28]1)=[O:34])([CH3:39])([CH3:37])[CH3:38] |f:2.3.4,6.7.8.9.10,11.12.13|. The product is C(C)(C)(C)OC(=O)N1C=CC2=CC(=CC=C12)NC1=C(C(=O)OC(C)(C)C)C=CC(=C1)CCC1=CC=CC=C1 (tert-butyl 2-((1-(tert-butoxycarbonyl)-1H-indol-5-yl)amino)-4-phenethylbenzoate). The reactants are NC1=C(C(=O)OC(C)(C)C)C=CC(=C1)CCC1=CC=CC=C1 (tert-butyl 2-amino-4-phenethylbenzoate), BrC=1C=C2C=CN(C2=CC1)C(=O)OC(C)(C)C (tert-butyl 5-bromo-1H-indol-1-carboxylate), C([O-])([O-])=O.[Cs+].[Cs+] (cesium carbonate), C1(CCCCC1)P(C1=C(C=CC=C1)C1=C(C=C(C=C1C(C)C)C(C)C)C(C)C)C1CCCCC1 (2-dicyclohexylphosphino-2′,4′,6′-triisopropylbiphenyl), C1(CCCCC1)P(C1=C(C=CC=C1)C1=C(C=C(C=C1C(C)C)C(C)C)C(C)C)C1CCCCC1 (2-dicyclohexylphosphino-2′,4′,6′-triisopropylbiphenyl).